From a dataset of the Open Reaction Database (ORD), a public repository of structured organic reaction records. describe an organic reaction: reactants, conditions, products, and yield Reactants: Cl.C1N(CCC2=CC=CC=C12)CC(=O)O (2-(3,4-dihydroisoquinolin-2(1H)-yl)acetic acid hydrochloride), N[C@H](C(=O)NC1=CC=C(C=C1)OC1=CC=C(C=C1)F)COCC1=CC=CC=C1 ((S)-2-amino-3-(benzyloxy)-N-(4-(4-fluorophenoxy)phenyl)propanamide). Yields the product Compound 221, C(C1=CC=CC=C1)OC[C@@H](C(=O)NC1=CC=C(C=C1)OC1=CC=C(C=C1)F)NC(CN1CC2=CC=CC=C2CC1)=O ((S)-3-(benzyloxy)-2-(2-(3,4-dihydroisoquinolin-2(1H)-yl)acetamido)-N-(4-(4-fluorophenoxy)phenyl)propanamide). The yield is 35.2%. RXN SMILES: Cl.[CH2:2]1[C:11]2[C:6](=[CH:7][CH:8]=[CH:9][CH:10]=2)[CH2:5][CH2:4][N:3]1[CH2:12][C:13]([OH:15])=O.[NH2:16][C@@H:17]([CH2:35][O:36][CH2:37][C:38]1[CH:43]=[CH:42][CH:41]=[CH:40][CH:39]=1)[C:18]([NH:20][C:21]1[CH:26]=[CH:25][C:24]([O:27][C:28]2[CH:33]=[CH:32][C:31]([F:34])=[CH:30][CH:29]=2)=[CH:23][CH:22]=1)=[O:19]>>[CH2:37]([O:36][CH2:35][C@H:17]([NH:16][C:13](=[O:15])[CH2:12][N:3]1[CH2:4][CH2:5][C:6]2[C:11](=[CH:10][CH:9]=[CH:8][CH:7]=2)[CH2:2]1)[C:18]([NH:20][C:21]1[CH:26]=[CH:25][C:24]([O:27][C:28]2[CH:33]=[CH:32][C:31]([F:34])=[CH:30][CH:29]=2)=[CH:23][CH:22]=1)=[O:19])[C:38]1[CH:43]=[CH:42][CH:41]=[CH:40][CH:39]=1 |f:0.1|. Procedure: Proceeding as in Example 1, but substituting 2-(3,4-dihydroisoquinolin-2(1H)-yl)acetic acid hydrochloride and (S)-2-amino-3-(benzyloxy)-N-(4-(4-fluorophenoxy)phenyl)propanamide, gave Compound 221, (S)-3-(benzyloxy)-2-(2-(3,4-dihydroisoquinolin-2(1H)-yl)acetamido)-N-(4-(4-fluorophenoxy)phenyl)propanamide (15.6 mg, 35.2%); Major isomer: 1H-NMR (400 MHz, DMSO-D6): σ 10.20 (s, 1H), 8.03 (d, 1H), 7.60 (d, 2H), 7.22-7.26 (m, 5H), 7.19-7.21 (m, 2H), 7.12-7.15 (m, 3H), 6.98-7.04 (m, 5H), 4.73 (m, 1H), 4... The reactants are O=C(CCC(C[PH](=O)O)C(=O)OCc1ccccc1)OCc1ccccc1, CN(C)c1ccccn1, C(=NC1CCCCC1)=NC1CCCCC1, C1CCOC1, OCc1ccccc1. The product is O=C(CCC(CP(=O)(O)Cc1ccccc1)C(=O)OCc1ccccc1)OCc1ccccc1. As a reaction SMILES: [CH2:1]([c:2]1[cH:3][cH:4][cH:5][cH:6][cH:7]1)[O:8][C:9](=[O:10])[CH:11]([CH2:12][PH:13]([OH:14])=[O:15])[CH2:16][CH2:17][C:18](=[O:19])[O:20][CH2:21][c:22]1[cH:23][cH:24][cH:25][cH:26][cH:27]1.[CH3:36][N:37]([c:38]1[cH:39][cH:40][cH:41][cH:42][n:43]1)[CH3:44].[CH:45]1([N:46]=[C:47]=[N:48][CH:49]2[CH2:50][CH2:51][CH2:52][CH2:53][CH2:54]2)[CH2:55][CH2:56][CH2:57][CH2:58][CH2:59]1.[O:60]1[CH2:61][CH2:62][CH2:63][CH2:64]1.[OH:28][CH2:29][c:30]1[cH:31][cH:32][cH:33][cH:34][cH:35]1>>[CH2:1]([c:2]1[cH:3][cH:4][cH:5][cH:6][cH:7]1)[O:8][C:9](=[O:10])[CH:11]([CH2:12][P:13](=[O:14])([OH:15])[CH2:29][c:30]1[cH:31][cH:32][cH:33][cH:34][cH:35]1)[CH2:16][CH2:17][C:18](=[O:19])[O:20][CH2:21][c:22]1[cH:23][cH:24][cH:25][cH:26][cH:27]1.